Dataset: the Open Reaction Database (ORD), a public repository of structured organic reaction records. Task: describe an organic reaction: reactants, conditions, products, and yield Starting materials: N[C@H](C)CO (D-Alaninol), C1(C=2C(C(=O)O1)=CC=CC2)=O (phthalic anhydride), ice water. The solvent is C(Cl)Cl (DCM). Yields the product OC[C@@H](C)N1C(C2=CC=CC=C2C1=O)=O ((R)-2-(1-hydroxypropan-2-yl)isoindoline-1,3-dione). Isolated yield 85.3%. As a reaction SMILES: [NH2:1][C@@H:2]([CH2:4][OH:5])[CH3:3].[C:6]1(=O)[O:11][C:9](=[O:10])[C:8]2=[CH:12][CH:13]=[CH:14][CH:15]=[C:7]12>C(Cl)Cl>[OH:5][CH2:4][C@H:2]([N:1]1[C:9](=[O:10])[C:8]2[C:7](=[CH:15][CH:14]=[CH:13][CH:12]=2)[C:6]1=[O:11])[CH3:3]. Procedure: D-Alaninol (3.90 ml, 50 mmol) and phthalic anhydride (7.41 g, 50 mmol) were heated at 160° C. for 30 min. To cooled reaction mixture was added ice water and DCM. Organic phase was collected and the water phase was extracted with DCM. Combined organic phases were dried over Na2SO4 and evaporated to obtain 8.75 g (85%) of the title compound. 1H-NMR (400 MHz; d6-DMSO): δ 1.32 (d, 3H), 3.54 (m, 1H), 3.84 (m, 1H), 4.26 (m, 1H), 4.91 (m, 1H), 7.84 (m, 4H).